describe an organic reaction: reactants, conditions, products, and yield From a dataset of the Open Reaction Database (ORD), a public repository of structured organic reaction records. Yields the product CN1CCN(c2ccc(S(=O)(=O)N3CCC(CNC(=O)OC(C)(C)C)CC3)cc2)C1=O. The reactants are CC(C)(C)OC(=O)NCC1CCNCC1, CN1CCN(c2ccc(S(=O)(=O)Cl)cc2)C1=O, CCN(C(C)C)C(C)C. Reaction SMILES: [C:1]([CH3:2])([CH3:3])([CH3:4])[O:5][C:6]([NH:7][CH2:8][CH:9]1[CH2:10][CH2:11][NH:12][CH2:13][CH2:14]1)=[O:15].[CH3:16][N:17]1[C:18](=[O:32])[N:19]([c:22]2[cH:23][cH:24][c:25]([S:28](=[O:29])(=[O:30])[Cl:31])[cH:26][cH:27]2)[CH2:20][CH2:21]1.[CH:33]([N:34]([CH:35]([CH3:36])[CH3:37])[CH2:38][CH3:39])([CH3:40])[CH3:41]>>[C:1]([CH3:2])([CH3:3])([CH3:4])[O:5][C:6]([NH:7][CH2:8][CH:9]1[CH2:10][CH2:11][N:12]([S:28]([c:25]2[cH:24][cH:23][c:22]([N:19]3[C:18](=[O:32])[N:17]([CH3:16])[CH2:21][CH2:20]3)[cH:27][cH:26]2)(=[O:29])=[O:30])[CH2:13][CH2:14]1)=[O:15]. The reactants are C1COCCO1, C1CC2C[NH2+]CC1O2, CCN(C(C)C)C(C)C, Cl, C=CS(=O)(=O)N1CCN(c2nc(N3CCOCC3)nc(-n3c(C(F)F)nc4c(OC)cccc43)n2)CC1. Yields the product COc1cccc2c1nc(C(F)F)n2-c1nc(N2CCOCC2)nc(N2CCN(S(=O)(=O)CCN3CC4CCC(C3)O4)CC2)n1. Reaction SMILES: [CH2:56]1[O:57][CH2:58][CH2:59][O:60][CH2:61]1.[CH:39]12[CH2:40][NH2+:41][CH2:42][CH:43]([CH2:44][CH2:45]1)[O:46]2.[CH:47]([N:48]([CH2:49][CH3:50])[CH:51]([CH3:52])[CH3:53])([CH3:54])[CH3:55].[ClH:38].[F:1][CH:2]([c:3]1[n:4][c:5]2[c:6]([n:7]1-[c:8]1[n:9][c:10]([N:20]3[CH2:21][CH2:22][N:23]([S:26](=[O:27])(=[O:28])[CH:29]=[CH2:30])[CH2:24][CH2:25]3)[n:11][c:12]([N:14]3[CH2:15][CH2:16][O:17][CH2:18][CH2:19]3)[n:13]1)[cH:31][cH:32][cH:33][c:34]2[O:35][CH3:36])[F:37]>>[F:1][CH:2]([c:3]1[n:4][c:5]2[c:6]([n:7]1-[c:8]1[n:9][c:10]([N:20]3[CH2:21][CH2:22][N:23]([S:26](=[O:27])(=[O:28])[CH2:29][CH2:30][N:41]4[CH2:40][CH:39]5[CH2:45][CH2:44][CH:43]([CH2:42]4)[O:46]5)[CH2:24][CH2:25]3)[n:11][c:12]([N:14]3[CH2:15][CH2:16][O:17][CH2:18][CH2:19]3)[n:13]1)[cH:31][cH:32][cH:33][c:34]2[O:35][CH3:36])[F:37]. Starting materials: FCOc1cc(Br)cc(Br)c1, CCCCC([Sn])=C(CCCC)CCCC, Cc1cc(C(C)(C)C)c(O)c(C(C)(C)C)c1, Cc1ccccc1, [Na+], [OH-], c1ccc(P(c2ccccc2)(c2ccccc2)[Pd](P(c2ccccc2)(c2ccccc2)c2ccccc2)(P(c2ccccc2)(c2ccccc2)c2ccccc2)P(c2ccccc2)(c2ccccc2)c2ccccc2)cc1. The product is C=Cc1cc(Br)cc(OCF)c1. As a reaction SMILES: [Br:16][c:17]1[cH:18][c:19]([Br:26])[cH:20][c:21]([O:23][CH2:24][F:25])[cH:22]1.[CH2:1]([CH2:2][CH2:14][CH3:15])[C:3]([Sn:4])=[C:5]([CH2:6][CH2:7][CH2:8][CH3:9])[CH2:10][CH2:11][CH2:12][CH3:13].[CH3:27][c:28]1[cH:29][c:30]([C:31]([CH3:32])([CH3:33])[CH3:34])[c:35]([OH:36])[c:37]([C:38]([CH3:39])([CH3:40])[CH3:41])[cH:42]1.[CH3:45][c:46]1[cH:47][cH:48][cH:49][cH:50][cH:51]1.[Na+:44].[OH-:43].[cH:52]1[cH:53][cH:54][c:55]([P:56]([Pd:57]([P:58]([c:59]2[cH:60][cH:61][cH:62][cH:63][cH:64]2)([c:65]2[cH:66][cH:67][cH:68][cH:69][cH:70]2)[c:71]2[cH:72][cH:73][cH:74][cH:75][cH:76]2)([P:77]([c:78]2[cH:79][cH:80][cH:81][cH:82][cH:83]2)([c:84]2[cH:85][cH:86][cH:87][cH:88][cH:89]2)[c:90]2[cH:91][cH:92][cH:93][cH:94][cH:95]2)[P:96]([c:97]2[cH:98][cH:99][cH:100][cH:101][cH:102]2)([c:103]2[cH:104][cH:105][cH:106][cH:107][cH:108]2)[c:109]2[cH:110][cH:111][cH:112][cH:113][cH:114]2)([c:115]2[cH:116][cH:117][cH:118][cH:119][cH:120]2)[c:121]2[cH:122][cH:123][cH:124][cH:125][cH:126]2)[cH:127][cH:128]1>>[CH:1](=[CH2:2])[c:17]1[cH:18][c:19]([Br:26])[cH:20][c:21]([O:23][CH2:24][F:25])[cH:22]1. Starting materials: OS(=O)(=O)O (H2SO4), K2Cr2O7, C1(=CC=C(C=C1)C(=O)C1=NOC(=C1)CCO)C (2-[3-(4-toluoyl)isoxazol-5-yl]ethanol). The reagents and catalysts are S(=O)(=O)(O)[O-].C(CCC)[N+](CCCC)(CCCC)CCCC (tetra-n-butylammonium hydrogen sulfate). The solvent is C(Cl)Cl (CH2Cl2). Conditions: time 1.5 hour. The product is C1(=CC=C(C=C1)C(=O)C1=NOC(=C1)CC(=O)O)C ([3-(4-Toluoyl)isoxazol-5-yl]acetic acid). RXN SMILES: [C:1]1([CH3:17])[CH:6]=[CH:5][C:4]([C:7]([C:9]2[CH:13]=[C:12]([CH2:14][CH2:15][OH:16])[O:11][N:10]=2)=[O:8])=[CH:3][CH:2]=1.[OH:18]S(O)(=O)=O>S([O-])(O)(=O)=O.C([N+](CCCC)(CCCC)CCCC)CCC.C(Cl)Cl>[C:1]1([CH3:17])[CH:2]=[CH:3][C:4]([C:7]([C:9]2[CH:13]=[C:12]([CH2:14][C:15]([OH:18])=[O:16])[O:11][N:10]=2)=[O:8])=[CH:5][CH:6]=1 |f:2.3|. Reported procedure: To a mixture of 10.7 g of 2-[3-(4-toluoyl)isoxazol-5-yl]ethanol, 1000 ml of CH2Cl2, a few crystals of tetra-n-butylammonium hydrogen sulfate and 150 ml of 9M H2SO4 was added 13.6 g of pulverized K2Cr2O7. The resulting mixture was stirred at room temperature for 1.5 hour. After allowing the mixture to settle, it was decanted from the unreacted dichromate. The aqueous phase was extracted with CH2Cl2, and the organics were washed with water and brine, and dried over MgSO4. Concentration gave 11.0 g... The reactants are FC(C(=O)O)(F)F.C(CCC)OC1(CCNCC1)C1CCCCC1 (4-butoxy-4-cyclohexylpiperidine trifluoroacetate), C(CCl)Cl (EDC), C=1C=CC2=C(C1)N=NN2O (HOBt), C(CC(O)(C(=O)O)CC(=O)O)(=O)O (citric acid), N1C=NC(=C1)CCNC(NC(C(=O)O)CC1=CC=C(C=C1)OC)=O (2-{3-[2-(1H-imidazol-4-yl)ethyl]ureido}-3-(4-methoxyphenyl)-propanoic acid). Solvent: CN(C)C=O (DMF), CN(C)C=O (DMF). Reaction conditions: time 30 minute. Product: C(CCC)OC1(CCN(CC1)C(C(CC1=CC=C(C=C1)OC)NC(=O)NCCC=1N=CNC1)=O)C1CCCCC1 (1-[2-(4-butoxy-4-cyclohexylpiperidin-1-yl)-1-(4-methoxy-benzyl)-2-oxoethyl]-3-[2-(1H-imidazol-4-yl)ethyl]urea). Isolated yield 22.6%. RXN SMILES: [NH:1]1[CH:5]=[C:4]([CH2:6][CH2:7][NH:8][C:9](=[O:24])[NH:10][CH:11]([CH2:15][C:16]2[CH:21]=[CH:20][C:19]([O:22][CH3:23])=[CH:18][CH:17]=2)[C:12]([OH:14])=O)[N:3]=[CH:2]1.FC(F)(F)C(O)=O.[CH2:32]([O:36][C:37]1([CH:43]2[CH2:48][CH2:47][CH2:46][CH2:45][CH2:44]2)[CH2:42][CH2:41][NH:40][CH2:39][CH2:38]1)[CH2:33][CH2:34][CH3:35].C(Cl)CCl.C1C=CC2N(O)N=NC=2C=1.C(O)(=O)CC(CC(O)=O)(C(O)=O)O>CN(C=O)C>[CH2:32]([O:36][C:37]1([CH:43]2[CH2:48][CH2:47][CH2:46][CH2:45][CH2:44]2)[CH2:38][CH2:39][N:40]([C:12](=[O:14])[CH:11]([NH:10][C:9]([NH:8][CH2:7][CH2:6][C:4]2[N:3]=[CH:2][NH:1][CH:5]=2)=[O:24])[CH2:15][C:16]2[CH:21]=[CH:20][C:19]([O:22][CH3:23])=[CH:18][CH:17]=2)[CH2:41][CH2:42]1)[CH2:33][CH2:34][CH3:35] |f:1.2|. Procedure: To 69 mg (0.21 mmol) of 2-{3-[2-(1H-imidazol-4-yl)ethyl]ureido}-3-(4-methoxyphenyl)-propanoic acid (cf. preparation 2-3) dissolved in 2 mL of DMF is added a solution of 71 mg (0.20 mmol) of 4-butoxy-4-cyclohexylpiperidine trifluoroacetate in 1.5 mL of DMF, 44 mg (0.23 mmol) of EDC and 33 mg (0.24 mmol) of HOBt. After 2 hours 30 minutes, the reaction medium is hydrolysed with aqueous 2% citric acid solution and then extracted with dichloromethane. The organic phase is then washed with aqueous 1N ... The reactants are [Si](C)(C)(C(C)(C)C)O[C@@H]1[C@H](C([C@@H](C1)O)=C)CO[Si](C)(C)C(C)(C)C ((1R,3R,4S)-4-(tert-butyldimethylsilyloxy)-3-[(tert-butyldimethylsilyloxy)methyl]-2-methylene-cyclopentanol), [Si](C)(C)(C(C)(C)C)O[C@@H]1[C@H](C([C@@H](C1)O)=C)CO[Si](C)(C)C(C)(C)C ((1R,3R,4S)-4-(tert-butyldimethylsilyloxy)-3-[(tert-butyldimethylsilyloxy)methyl]-2-methylene-cyclopentanol), ClC1=C2NC=NC2=NC(=N1)N (6-chloro-2-aminopurine), ClC1=C2NC=NC2=NC(=N1)N (6-chloro-2-aminopurine), C1=CC=C(C=C1)P(C2=CC=CC=C2)C3=CC=CC=C3 (Ph3P), CCOC(=O)/N=N/C(=O)OCC (DEAD). The solvent is C1CCOC1 (THF), C1CCOC1 (THF). Reaction conditions: temperature -23 celsius, time 3.5 hour. Yields the product [Si](C)(C)(C(C)(C)C)O[C@@H]1[C@H](C([C@H](C1)N1C2=NC(=NC(=C2N=C1)Cl)N)=C)CO[Si](C)(C)C(C)(C)C (9-[(1S,3R,4S)-4-tert-butyldimethylsilyloxy-3-(tert-butyldimethylsilyloxymethyl)-2-methylene-cyclopentyl]-6-chloro-9H-purine-2-amine). Isolated yield 58.2%. As a reaction SMILES: [Si:1]([O:8][C@H:9]1[CH2:13][C@@H:12](O)[C:11](=[CH2:15])[C@@H:10]1[CH2:16][O:17][Si:18]([C:21]([CH3:24])([CH3:23])[CH3:22])([CH3:20])[CH3:19])([C:4]([CH3:7])([CH3:6])[CH3:5])([CH3:3])[CH3:2].[Cl:25][C:26]1[N:34]=[C:33]([NH2:35])[N:32]=[C:31]2[C:27]=1[NH:28][CH:29]=[N:30]2.C1C=CC(P(C2C=CC=CC=2)C2C=CC=CC=2)=CC=1.CCOC(/N=N/C(OCC)=O)=O>C1COCC1>[Si:1]([O:8][C@H:9]1[CH2:13][C@H:12]([N:30]2[CH:29]=[N:28][C:27]3[C:31]2=[N:32][C:33]([NH2:35])=[N:34][C:26]=3[Cl:25])[C:11](=[CH2:15])[C@@H:10]1[CH2:16][O:17][Si:18]([C:21]([CH3:24])([CH3:23])[CH3:22])([CH3:19])[CH3:20])([C:4]([CH3:7])([CH3:5])[CH3:6])([CH3:2])[CH3:3]. Reported procedure: 370 mg (1.0 mmol) (1R,3R,4S)-4-(tert-butyldimethylsilyloxy)-3-[(tert-butyldimethylsilyloxy)methyl]-2-methylene-cyclopentanol (Compound 4a, R1═R2=t-BuMe2Si), 338 mg (2.0 mmol) 6-chloro-2-aminopurine (Compound 23) and 524 mg Ph3P (2.0 mmol) were placed into 20 ml round bottom flask, to which 5 ml anhydrous THF was then added. The mixture was cooled to −23° C., to which a solution of 350 mg DEAD (1.0 mmol)/5 ml THF was added dropwise. After addition was completed, the reaction mixture was stirred a... Starting materials: O=O (O2), ON1C(CCC1=O)=O (N-hydroxysuccinimide), C(=O)=O (CO2), C1CCCCC1 (cyclohexane), Hastelloy, C(C)(=O)O (acetic acid). The reagents and catalysts are O.O.O.O.C(C)(=O)[O-].[Co+2].C(C)(=O)[O-] (cobalt acetate tetrahydrate). Reaction conditions: temperature 80 celsius, time 6 hour. The product is C(CCCCC(=O)O)(=O)O (adipic acid). Yield: 56.0%. RXN SMILES: ON1[C:6](=O)[CH2:5][CH2:4][C:3]1=[O:8].C1CCCCC1.C(=O)=[O:16].O=O.[C:20]([OH:23])(=[O:22])[CH3:21]>O.O.O.O.C([O-])(=O)C.[Co+2].C([O-])(=O)C>[C:20]([OH:23])(=[O:22])[CH2:21][CH2:6][CH2:5][CH2:4][C:3]([OH:8])=[O:16] |f:5.6.7.8.9.10.11|. Procedure: In this example, a solution of 0.1191 g (1.03 mmol) of N-hydroxysuccinimide, 1.0074 g (9.5 mmol) of cyclohexane and 0.1330 g (0.53 mmol) of cobalt acetate tetrahydrate in 40 ml of acetic acid was heated to 80° C. in a Parr Hastelloy reactor with temperature and pressure transducer. After the temperature reached 80° C., 745 psi of CO2 was introduced into the reactor, then 120 psi of O2 was added slowly to the reactor. The mixture was stirred under pressure for six hours at 80° C., then the pressu... The reactants are CCOC(=O)Cc1csc2cc(OCC(C)c3nc(-c4ccc(C(F)(F)F)cc4)sc3C)ccc12, CCO, Cl, [Na+], [OH-]. Yields the product Cc1sc(-c2ccc(C(F)(F)F)cc2)nc1C(C)COc1ccc2c(CC(=O)O)csc2c1. Reaction SMILES: [CH2:1]([CH3:2])[O:3][C:4]([CH2:5][c:6]1[c:7]2[c:8]([s:9][cH:10]1)[cH:11][c:12]([O:15][CH2:16][CH:17]([CH3:18])[c:19]1[n:20][c:21](-[c:25]3[cH:26][cH:27][c:28]([C:31]([F:32])([F:33])[F:34])[cH:29][cH:30]3)[s:22][c:23]1[CH3:24])[cH:13][cH:14]2)=[O:35].[CH3:39][CH2:40][OH:41].[ClH:38].[Na+:37].[OH-:36]>>[O:3]=[C:4]([CH2:5][c:6]1[c:7]2[c:8]([s:9][cH:10]1)[cH:11][c:12]([O:15][CH2:16][CH:17]([CH3:18])[c:19]1[n:20][c:21](-[c:25]3[cH:26][cH:27][c:28]([C:31]([F:32])([F:33])[F:34])[cH:29][cH:30]3)[s:22][c:23]1[CH3:24])[cH:13][cH:14]2)[OH:35].